This data is from the Open Reaction Database (ORD), a public repository of structured organic reaction records. The task is: describe an organic reaction: reactants, conditions, products, and yield The reactants are COC(=O)c1ccc(CCBr)cc1, C=CCOC(=O)CC(=O)OCC=C, [Cl-], [H-], [H][H], [NH4+], [Na+], C1COCCO1. Product: C=CCOC(=O)C(CCc1ccc(C(=O)OC)cc1)C(=O)OCC=C. Reaction SMILES: [Br:18][CH2:19][CH2:20][c:21]1[cH:22][cH:23][c:24]([C:25](=[O:26])[O:27][CH3:28])[cH:29][cH:30]1.[C:5]([CH2:6][C:7](=[O:8])[O:9][CH2:10][CH:11]=[CH2:12])(=[O:13])[O:14][CH2:15][CH:16]=[CH2:17].[Cl-:31].[H-:1].[H:3][H:4].[NH4+:32].[Na+:2].[O:33]1[CH2:34][CH2:35][O:36][CH2:37][CH2:38]1>>[C:5]([CH:6]([C:7](=[O:8])[O:9][CH2:10][CH:11]=[CH2:12])[CH2:19][CH2:20][c:21]1[cH:22][cH:23][c:24]([C:25](=[O:26])[O:27][CH3:28])[cH:29][cH:30]1)(=[O:13])[O:14][CH2:15][CH:16]=[CH2:17]. Reactants: O1CCN(CC1)C1=CC=C(N)C=C1 (4-morpholinoaniline), NS(=O)(=O)C1=CC2=C(NC(=N2)C2=CC=C(C(=O)[O-])C=C2)C=C1 (4-(5-aminosulfonyl-1H-benzimidazol-2-yl)benzoate). Yields the product NS(=O)(=O)C1=CC2=C(NC(=N2)C2=CC=C(C(=O)NC3=CC=C(C=C3)N3CCOCC3)C=C2)C=C1 (4-(5-Aminosulfonyl-1H-benzimidazol-2-yl)-N-(4-morpholinophenyl)benzamide). As a reaction SMILES: [O:1]1[CH2:6][CH2:5][N:4]([C:7]2[CH:13]=[CH:12][C:10]([NH2:11])=[CH:9][CH:8]=2)[CH2:3][CH2:2]1.[NH2:14][S:15]([C:18]1[CH:35]=[CH:34][C:21]2[NH:22][C:23]([C:25]3[CH:33]=[CH:32][C:28]([C:29]([O-])=[O:30])=[CH:27][CH:26]=3)=[N:24][C:20]=2[CH:19]=1)(=[O:17])=[O:16]>>[NH2:14][S:15]([C:18]1[CH:35]=[CH:34][C:21]2[NH:22][C:23]([C:25]3[CH:26]=[CH:27][C:28]([C:29]([NH:11][C:10]4[CH:12]=[CH:13][C:7]([N:4]5[CH2:3][CH2:2][O:1][CH2:6][CH2:5]5)=[CH:8][CH:9]=4)=[O:30])=[CH:32][CH:33]=3)=[N:24][C:20]=2[CH:19]=1)(=[O:16])=[O:17]. Procedure details: Compound 482 was prepared from 4-morpholinoaniline and 4-(5-aminosulfonyl-1H-benzimidazol-2-yl)benzoate by standard conditions. [M+H]+ calcd for C24H23N5O4S: 478.16; found: 477.93.